This data is from the Open Reaction Database (ORD), a public repository of structured organic reaction records. The task is: describe an organic reaction: reactants, conditions, products, and yield Run in C1CCOC1 (THF), CO (methanol). Procedure: A suspension of Z-D-Ala-Gly-OMe (26) (5.88 g, 0.02 mmol) and 10% Pd-C (0.4 g) in methanol (300 ml) was stirred under a hydrogen atmosphere at room temperature for 1.5 hr. The catalyst was filtered and the filtrate was evaporated in vacuo. The residue and Z-Tyr (6.30 g, 0.02 mol) was dissolved in dry THF (300 ml), cooled to 0° C. and HOBt (2.70 g, 0.02 mol) and DCC (4.12 g. 0.02 mol) were added successively at 0° C. The solution was stirred for 3 hr at 0° C. and overnight at room temperature. The... Yields the product N([C@@H](CC1=CC=C(C=C1)O)C(=O)N[C@H](C)C(=O)NCC(=O)OC)C(=O)OCC1=CC=CC=C1 (Z-Tyr-D-Ala-Gly-OMe). Reactants: N([C@@H](CC1=CC=C(C=C1)O)C(=O)O)C(=O)OCC1=CC=CC=C1 (Z-Tyr), N([C@H](C)C(=O)NCC(=O)OC)C(=O)OCC1=CC=CC=C1 (Z-D-Ala-Gly-OMe), C=1C=CC2=C(C1)N=NN2O (HOBt), C1CCC(CC1)N=C=NC2CCCCC2 (DCC). Isolated yield 94212.5%. Run at time 1.5 hour. The reagents and catalysts are [Pd] (Pd-C). Reaction SMILES: [NH:1](C(OCC1C=CC=CC=1)=O)[C@@H:2]([C:4]([NH:6][CH2:7][C:8]([O:10][CH3:11])=[O:9])=[O:5])[CH3:3].[NH:22]([C:35]([O:37][CH2:38][C:39]1[CH:44]=[CH:43][CH:42]=[CH:41][CH:40]=1)=[O:36])[C@H:23]([C:32]([OH:34])=O)[CH2:24][C:25]1[CH:30]=[CH:29][C:28]([OH:31])=[CH:27][CH:26]=1.C1C=CC2N(O)N=NC=2C=1.C1CCC(N=C=NC2CCCCC2)CC1>CO.C1COCC1.[Pd]>[NH:22]([C:35]([O:37][CH2:38][C:39]1[CH:44]=[CH:43][CH:42]=[CH:41][CH:40]=1)=[O:36])[C@H:23]([C:32]([NH:1][C@@H:2]([C:4]([NH:6][CH2:7][C:8]([O:10][CH3:11])=[O:9])=[O:5])[CH3:3])=[O:34])[CH2:24][C:25]1[CH:26]=[CH:27][C:28]([OH:31])=[CH:29][CH:30]=1. Starting materials: [Al+3], O=C1NC(CO)CC1C1CCCCC1, [H-], [H-], [H-], [H-], [Li+], C1CCOC1. The product is OCC1CC(C2CCCCC2)CN1. Reaction SMILES: [Al+3:2].[CH:7]1([CH:13]2[CH2:14][CH:15]([CH2:19][OH:20])[NH:16][C:17]2=[O:18])[CH2:8][CH2:9][CH2:10][CH2:11][CH2:12]1.[H-:1].[H-:4].[H-:5].[H-:6].[Li+:3].[O:21]1[CH2:22][CH2:23][CH2:24][CH2:25]1>>[CH:7]1([CH:13]2[CH2:14][CH:15]([CH2:19][OH:20])[NH:16][CH2:17]2)[CH2:8][CH2:9][CH2:10][CH2:11][CH2:12]1.